describe an organic reaction: reactants, conditions, products, and yield From a dataset of the Open Reaction Database (ORD), a public repository of structured organic reaction records. Reaction SMILES: [CH2:31]([CH2:32][O:33][CH3:34])[O:35][CH3:36].[CH3:1][O-:2].[NH2:4][C:5](=[O:6])[NH2:7].[NH2:8][C:9](=[O:10])[NH:11][N:12]([c:13]1[cH:14][c:15]([CH3:20])[cH:16][c:17]([CH3:19])[cH:18]1)[CH2:21][C:22]([O:24][CH3:23])=[O:25].[Na+:3].[O-:26][P:27](=[O:28])([O-:29])[O-:30]>>[NH:8]1[C:9](=[O:10])[NH:11][N:12]([c:13]2[cH:14][c:15]([CH3:20])[cH:16][c:17]([CH3:19])[cH:18]2)[CH2:21][C:22]1=[O:24]. Starting materials: COCCOC, C[O-], NC(N)=O, COC(=O)CN(NC(N)=O)c1cc(C)cc(C)c1, [Na+], O=P([O-])([O-])[O-]. Yields the product Cc1cc(C)cc(N2CC(=O)NC(=O)N2)c1. The reactants are N12CCCCCC2=NCCC1 (1,8-diazabicyclo[5.4.0]undec-7-ene), IC1=CC=C(C=C1)O (4-iodophenol), C(C)#N (acetonitrile), compound. Reagents/catalysts: O.O.[Cu](Cl)Cl (copper(II) chloride dihydrate). Conditions: time 10 minute. The product is CC(C#C)(C)OC1=CC=C(C=C1)I (1-[(1,1-Dimethyl-2-propynyl)oxy]-4-iodobenzene). The yield is 79.0%. RXN SMILES: [I:1][C:2]1[CH:7]=[CH:6][C:5]([OH:8])=[CH:4][CH:3]=1.N12CCCN=[C:15]1[CH2:14][CH2:13][CH2:12]CC2.[C:20](#N)C>O.O.[Cu](Cl)Cl>[CH3:12][C:13]([O:8][C:5]1[CH:6]=[CH:7][C:2]([I:1])=[CH:3][CH:4]=1)([CH3:20])[C:14]#[CH:15] |f:3.4.5|. Reported procedure: To a solution of 4-iodophenol (6.05 g, 27.5 mmol), in anhydrous acetonitrile (25 mL) cooled to 0° C. was added 1,8-diazabicyclo[5.4.0]undec-7-ene (DBU, 4.50 mL, 30.1 mmol). The solution was stirred for 10 minutes then the title B compound (2.56 g, 25 mmol) was added followed by copper(II) chloride dihydrate (5.1 mg, 0.030 mmol). The reaction mixture was stirred at 0° C. for five hours then concentrated in vacuo. The residue was partitioned between 200 mL of toluene and 40 mL of 1M aq HCl solutio... The reactants are ClC1=C(C(=O)OCC)C=C(C=C1)N1C(N(C=2CCCCC2C1=O)C)=O (ethyl 2-chloro-5-[1,4,5,6,7,8-hexahydro-1-methyl-2,4-dioxo-3(2H)-quinazolinyl]-benzoate), [OH-].[Na+] (sodium hydroxide). Run in C(C)O (ethanol), O (water). Run at time 1 hour. Product: ClC1=C(C(=O)O)C=C(C=C1)N1C(N(C=2CCCCC2C1=O)C)=O (2-Chloro-5-[1,4,5,6,7,8-hexahydro-1-methyl-2,4-dioxo-3(2H)-quinazolinyl]-benzoic acid). As a reaction SMILES: [Cl:1][C:2]1[CH:12]=[CH:11][C:10]([N:13]2[C:22](=[O:23])[C:21]3[CH2:20][CH2:19][CH2:18][CH2:17][C:16]=3[N:15]([CH3:24])[C:14]2=[O:25])=[CH:9][C:3]=1[C:4]([O:6]CC)=[O:5].[OH-].[Na+]>C(O)C.O>[Cl:1][C:2]1[CH:12]=[CH:11][C:10]([N:13]2[C:22](=[O:23])[C:21]3[CH2:20][CH2:19][CH2:18][CH2:17][C:16]=3[N:15]([CH3:24])[C:14]2=[O:25])=[CH:9][C:3]=1[C:4]([OH:6])=[O:5] |f:1.2|. Procedure: A solution of 3.6 g of ethyl 2-chloro-5-[1,4,5,6,7,8-hexahydro-1-methyl-2,4-dioxo-3(2H)-quinazolinyl]-benzoate in 70 ml of ethanol is held at 60° C. for 10 minutes with 0.6 g of sodium hydroxide in 70 ml of water and subsequently stirred for 1 hour. The solution is substantially evaporated down under reduced pressure and the residue is brought to pH 1 with 2N hydrochloric acid. The precipatate is shaken five times with 50 ml amounts of diethyl ether and the organic phases are dried over anhydrou... Starting materials: CCN(CC)CCOc1ccc2[nH]c(C=O)cc2c1, C1CCNCC1, CCO, O=C1Cc2ccccc2N1. Product: CCN(CC)CCOc1ccc2[nH]c(C=C3C(=O)Nc4ccccc43)cc2c1. Reaction SMILES: [CH2:11]([CH3:12])[N:13]([CH2:14][CH2:15][O:16][c:17]1[cH:18][c:19]2[cH:20][c:21]([CH:26]=[O:27])[nH:22][c:23]2[cH:24][cH:25]1)[CH2:28][CH3:29].[CH2:30]1[CH2:31][CH2:32][NH:33][CH2:34][CH2:35]1.[CH3:36][CH2:37][OH:38].[NH:1]1[C:2](=[O:10])[CH2:3][c:4]2[cH:5][cH:6][cH:7][cH:8][c:9]21>>[NH:1]1[C:2](=[O:10])[C:3](=[CH:26][c:21]2[cH:20][c:19]3[cH:18][c:17]([O:16][CH2:15][CH2:14][N:13]([CH2:11][CH3:12])[CH2:28][CH3:29])[cH:25][cH:24][c:23]3[nH:22]2)[c:4]2[cH:5][cH:6][cH:7][cH:8][c:9]21. Starting materials: ClC1=C(C=C(COC2=CC=3C4=C(NC3C=C2)C(CC4)CC(=O)OCC)C=C1)C(F)(F)F (ethyl 2-(7-(4-chloro-3-(trifluoromethyl)benzyloxy)-1,2,3,4-tetrahydrocyclopenta[b]indol-3-yl)acetate), C1(CCCCC1)P(C1=C(C=CC=C1)C1=C(C=CC=C1)N(C)C)C1CCCCC1 (2-dicyclohexylphosphino-2′-(N,N-dimethylamino)biphenyl), C(C)N (ethanamine), C1CCOC1 (THF), CC(C)([O-])C.[Na+] (sodium tert-butoxide). The reagents and catalysts are C=1C=CC(=CC1)/C=C/C(=O)/C=C/C2=CC=CC=C2.C=1C=CC(=CC1)/C=C/C(=O)/C=C/C2=CC=CC=C2.C=1C=CC(=CC1)/C=C/C(=O)/C=C/C2=CC=CC=C2.[Pd].[Pd] (Pd2 dba3). Run in O1CCOCC1 (dioxane). Run at temperature 120 celsius. Yields the product C(C)NC1=C(C=C(COC2=CC=3C4=C(NC3C=C2)C(CC4)CC(=O)O)C=C1)C(F)(F)F (2-(7-(4-(Ethylamino)-3-(trifluoromethyl)benzyloxy)-1,2,3,4-tetrahydrocyclopenta[b]indol-3-yl)acetic acid). The yield is 147.2%. Reaction SMILES: Cl[C:2]1[CH:27]=[CH:26][C:5]([CH2:6][O:7][C:8]2[CH:16]=[CH:15][C:14]3[NH:13][C:12]4[CH:17]([CH2:20][C:21]([O:23]CC)=[O:22])[CH2:18][CH2:19][C:11]=4[C:10]=3[CH:9]=2)=[CH:4][C:3]=1[C:28]([F:31])([F:30])[F:29].C1(P(C2CCCCC2)C2C=CC=CC=2[C:45]2C=CC=C[C:46]=2[N:51](C)C)CCCCC1.C(N)C.C1COCC1.CC(C)([O-])C.[Na+]>O1CCOCC1.C1C=CC(/C=C/C(/C=C/C2C=CC=CC=2)=O)=CC=1.C1C=CC(/C=C/C(/C=C/C2C=CC=CC=2)=O)=CC=1.C1C=CC(/C=C/C(/C=C/C2C=CC=CC=2)=O)=CC=1.[Pd].[Pd]>[CH2:46]([NH:51][C:2]1[CH:27]=[CH:26][C:5]([CH2:6][O:7][C:8]2[CH:16]=[CH:15][C:14]3[NH:13][C:12]4[CH:17]([CH2:20][C:21]([OH:23])=[O:22])[CH2:18][CH2:19][C:11]=4[C:10]=3[CH:9]=2)=[CH:4][C:3]=1[C:28]([F:30])([F:31])[F:29])[CH3:45] |f:4.5,7.8.9.10.11|. Procedure details: To a mixture of ethyl 2-(7-(4-chloro-3-(trifluoromethyl)benzyloxy)-1,2,3,4-tetrahydrocyclopenta[b]indol-3-yl)acetate (50 mg, 0.11 mmol) in dioxane was added 2-dicyclohexylphosphino-2′-(N,N-dimethylamino)biphenyl (4.4 mg, 0.011 mmol), Pd2 dba3 (5 mg, 5.5 μmol), 2 M ethanamine in THF (0.28 mL, 0.55 mmol) and sodium tert-butoxide (21 mg, 0.22 mmol). The reaction mixture was heated at 120° C. for 2 h under microwave irradiation, quenched by saturated NH4Cl solution and extracted with ethyl acetate. ... The reactants are CC(=O)OC1CSC(Br)C(OC(C)=O)C1OC(C)=O, O=[N+]([O-])c1ccccc1S. Yields the product CC(=O)OC1CSC(Sc2ccccc2[N+](=O)[O-])C(OC(C)=O)C1OC(C)=O. RXN SMILES: [C:11]([CH3:12])(=[O:13])[O:14][CH:15]1[CH:16]([Br:29])[S:17][CH2:18][CH:19]([O:25][C:26]([CH3:27])=[O:28])[CH:20]1[O:21][C:22]([CH3:23])=[O:24].[N+:1](=[O:2])([O-:3])[c:4]1[c:5]([SH:10])[cH:6][cH:7][cH:8][cH:9]1>>[N+:1](=[O:2])([O-:3])[c:4]1[c:5]([S:10][CH:16]2[CH:15]([O:14][C:11]([CH3:12])=[O:13])[CH:20]([O:21][C:22]([CH3:23])=[O:24])[CH:19]([O:25][C:26]([CH3:27])=[O:28])[CH2:18][S:17]2)[cH:6][cH:7][cH:8][cH:9]1. The reagents and catalysts are [Pd] (palladium). Reported procedure: 765 mg (2.63 mmol) of tert-butyl 1-(2-methyl-3-nitrobenzyl)cyclopropanecarboxylate were dissolved in 5 ml of ethanol, and 139.7 mg (0.13 mmol) of palladium (10% on carbon) were added. At RT, the mixture was hydrogenated at atmospheric pressure for 2 h. The reaction mixture was filtered off with suction through kieselguhr, the residue was washed with THF and the filtrate was concentrated. This gave 680 mg (99.1% of theory) of the title compound. Starting materials: CC1=C(CC2(CC2)C(=O)OC(C)(C)C)C=CC=C1[N+](=O)[O-] (tert-butyl 1-(2-methyl-3-nitrobenzyl)cyclopropanecarboxylate). RXN SMILES: [CH3:1][C:2]1[C:18]([N+:19]([O-])=O)=[CH:17][CH:16]=[CH:15][C:3]=1[CH2:4][C:5]1([C:8]([O:10][C:11]([CH3:14])([CH3:13])[CH3:12])=[O:9])[CH2:7][CH2:6]1>C(O)C.[Pd]>[NH2:19][C:18]1[C:2]([CH3:1])=[C:3]([CH:15]=[CH:16][CH:17]=1)[CH2:4][C:5]1([C:8]([O:10][C:11]([CH3:14])([CH3:13])[CH3:12])=[O:9])[CH2:7][CH2:6]1. Product: NC=1C(=C(CC2(CC2)C(=O)OC(C)(C)C)C=CC1)C (tert-Butyl 1-(3-amino-2-methylbenzyl)cyclopropanecarboxylate). Run at time 2 hour. Solvent: C(C)O (ethanol).